This data is from the Open Reaction Database (ORD), a public repository of structured organic reaction records. The task is: describe an organic reaction: reactants, conditions, products, and yield Starting materials: Cc1oc(-c2ccccc2)nc1CCOc1ccc(CCl)cc1, CN(C)C=O, N#C[K], O. Product: Cc1oc(-c2ccccc2)nc1CCOc1ccc(CC#N)cc1. RXN SMILES: [CH3:1][c:2]1[c:3]([CH2:13][CH2:14][O:15][c:16]2[cH:17][cH:18][c:19]([CH2:20][Cl:21])[cH:22][cH:23]2)[n:4][c:5](-[c:7]2[cH:8][cH:9][cH:10][cH:11][cH:12]2)[o:6]1.[CH3:27][N:28]([CH3:29])[CH:30]=[O:31].[K:24][C:25]#[N:26].[OH2:32]>>[CH3:1][c:2]1[c:3]([CH2:13][CH2:14][O:15][c:16]2[cH:17][cH:18][c:19]([CH2:20][C:25]#[N:26])[cH:22][cH:23]2)[n:4][c:5](-[c:7]2[cH:8][cH:9][cH:10][cH:11][cH:12]2)[o:6]1. Reactants: COC(=O)C=1N=C(C=2C(N(C=CC2C1O)CC1=CC=CC=C1)=O)C#N (7-benzyl-1-cyano-4-hydroxy-8-oxo-7,8-dihydro-[2,7]naphthyridine-3-carboxylic acid methyl ester), N[C@@H](CC1=CC=CC=C1)C(=O)O (L-phenylalanine), C[O-].[Na+] (NaOMe). The solvent is COCCO (2-methoxyethanol), C(=O)(O)[O-].[Na+] (NaHCO3). Yields the product C(C1=CC=CC=C1)N1C=CC=2C(=C(N=C(C2C1=O)C#N)C(=O)N[C@H](C(=O)O)CC1=CC=CC=C1)O ((S)-2-[(7-Benzyl-1-cyano-4-hydroxy-8-oxo-7,8-dihydro-[2,7]naphthyridine-3-carbonyl)-amino]-3-phenyl-propionic acid). The yield is 59.3%. Reaction SMILES: CO[C:3]([C:5]1[N:6]=[C:7]([C:24]#[N:25])[C:8]2[C:9](=[O:23])[N:10]([CH2:16][C:17]3[CH:22]=[CH:21][CH:20]=[CH:19][CH:18]=3)[CH:11]=[CH:12][C:13]=2[C:14]=1[OH:15])=[O:4].[NH2:26][C@H:27]([C:35]([OH:37])=[O:36])[CH2:28][C:29]1[CH:34]=[CH:33][CH:32]=[CH:31][CH:30]=1.C[O-].[Na+]>COCCO.C([O-])(O)=O.[Na+]>[CH2:16]([N:10]1[C:9](=[O:23])[C:8]2[C:7]([C:24]#[N:25])=[N:6][C:5]([C:3]([NH:26][C@@H:27]([CH2:28][C:29]3[CH:34]=[CH:33][CH:32]=[CH:31][CH:30]=3)[C:35]([OH:37])=[O:36])=[O:4])=[C:14]([OH:15])[C:13]=2[CH:12]=[CH:11]1)[C:17]1[CH:22]=[CH:21][CH:20]=[CH:19][CH:18]=1 |f:2.3,5.6|. Reported procedure: A mixture of 7-benzyl-1-cyano-4-hydroxy-8-oxo-7,8-dihydro-[2,7]naphthyridine-3-carboxylic acid methyl ester (30 mg, 0.090 mmol), L-phenylalanine (296 mg, 1.8 mmol) and NaOMe (73 mg, 1.3 mmol) in 2-methoxyethanol (10 mL) was refluxed for 3 h. After the mixture was cooled to r.t., solvent was evaporated in vacuo. The residue was partitioned between EtOAc and water. 1 M HCl was added with vigorous stilling until pH was about 2. The organic layer was dried over MgSO4 and concentrated. The residue wa... Starting materials: [Si](C)(C)(C(C)(C)C)OCC1(CC=2N(CCS1)C(=NN2)C2(CC2)C2=CC=C(C=C2)C2=CC=NC=C2)C (8-({[Tert-butyl(dimethyl)silyl]oxy}methyl)-8-methyl-3-[1-(4-pyridin-4-ylphenyl)cyclopropyl]-5,6,8,9-tetrahydro[1,2,4]triazolo[4,3-d][1,4]thiazepine), Cl (hydrochloric acid). The solvent is CO (methanol). Product: CC1(CC=2N(CCS1)C(=NN2)C2(CC2)C2=CC=C(C=C2)C2=CC=NC=C2)CO ({8-Methyl-3-[1-(4-pyridin-4-ylphenyl)cyclopropyl]-5,6,8,9-tetrahydro[1,2,4]triazolo[4,3-d][1,4]thiazepine-8-yl}methanol). The yield is 86.2%. Reaction SMILES: [Si]([O:8][CH2:9][C:10]1([CH3:35])[S:16][CH2:15][CH2:14][N:13]2[C:17]([C:20]3([C:23]4[CH:28]=[CH:27][C:26]([C:29]5[CH:34]=[CH:33][N:32]=[CH:31][CH:30]=5)=[CH:25][CH:24]=4)[CH2:22][CH2:21]3)=[N:18][N:19]=[C:12]2[CH2:11]1)(C(C)(C)C)(C)C.Cl>CO>[CH3:35][C:10]1([CH2:9][OH:8])[S:16][CH2:15][CH2:14][N:13]2[C:17]([C:20]3([C:23]4[CH:28]=[CH:27][C:26]([C:29]5[CH:30]=[CH:31][N:32]=[CH:33][CH:34]=5)=[CH:25][CH:24]=4)[CH2:22][CH2:21]3)=[N:18][N:19]=[C:12]2[CH2:11]1. Procedure: A solution of the compound (174 mg, 0.34 mmol) obtained in Example 5-1) and 4 M hydrochloric acid (1,4-dioxane solution, 0.43 mL) in methanol (2 mL) was stirred at room temperature for 21 h. The reaction mixture was concentrated under reduced pressure, saturated aqueous sodium hydrogencarbonate was added to the residue, the mixture was extracted with dichloromethane, and the organic layer was washed with saturated sodium chloride solution and dried with anhydrous sodium sulfate. After filtration... Starting materials: CCOC(=O)C1Cc2c(n(C)c3ccc(OC)cc23)C1, CCN, CCO. Reaction SMILES: [CH2:1]([O:2][C:4](=[O:5])[CH:6]1[CH2:7][c:8]2[c:9]([n:10]([CH3:19])[c:11]3[cH:12][cH:13][c:14]([O:17][CH3:18])[cH:15][c:16]23)[CH2:20]1)[CH3:3].[CH3:21][CH2:22][NH2:23].[CH3:24][CH2:25][OH:26]>>[C:4](=[O:5])([CH:6]1[CH2:7][c:8]2[c:9]([n:10]([CH3:19])[c:11]3[cH:12][cH:13][c:14]([O:17][CH3:18])[cH:15][c:16]23)[CH2:20]1)[NH:23][CH2:22][CH3:21]. The product is CCNC(=O)C1Cc2c(n(C)c3ccc(OC)cc23)C1. Starting materials: CNC(=O)C=1C=C(C(=O)OC(C)(C)C)C=C(C1)C1=NC=C(C=C1)C (tert-butyl 3-[(methylamino)carbonyl]-5-(5-methylpyridin-2-yl)benzoate), COC1=CC=C(C=C1)P1(SP(S1)(C1=CC=C(C=C1)OC)=S)=S (2,4-bis(4-methoxyphenyl)-1,3,2,4-dithiadiphosphetane 2,4-disulfide), C([O-])(O)=O.[Na+] (sodium bicarbonate). The solvent is ClC(C)Cl (dichloroethane). Conditions: temperature 50 celsius, time 3 hour. Product: CNC(=S)C=1C=C(C(=O)OC(C)(C)C)C=C(C1)C1=NC=C(C=C1)C (tert-Butyl 3-[(methylamino)carbonothioyl]-5-(5-methylpyridin-2-yl)benzoate). RXN SMILES: [CH3:1][NH:2][C:3]([C:5]1[CH:6]=[C:7]([CH:15]=[C:16]([C:18]2[CH:23]=[CH:22][C:21]([CH3:24])=[CH:20][N:19]=2)[CH:17]=1)[C:8]([O:10][C:11]([CH3:14])([CH3:13])[CH3:12])=[O:9])=O.COC1C=CC(P2(=S)SP(=S)(C3C=CC(OC)=CC=3)[S:34]2)=CC=1.C(=O)(O)[O-].[Na+]>ClC(Cl)C>[CH3:1][NH:2][C:3]([C:5]1[CH:6]=[C:7]([CH:15]=[C:16]([C:18]2[CH:23]=[CH:22][C:21]([CH3:24])=[CH:20][N:19]=2)[CH:17]=1)[C:8]([O:10][C:11]([CH3:14])([CH3:13])[CH3:12])=[O:9])=[S:34] |f:2.3|. Reported procedure: To a solution of tert-butyl 3-[(methylamino)carbonyl]-5-(5-methylpyridin-2-yl)benzoate (1.0 g, 3.06 mmol) in dichloroethane (8 mL) was added 2,4-bis(4-methoxyphenyl)-1,3,2,4-dithiadiphosphetane 2,4-disulfide (0.68 g, 1.69 mmol). The reaction mixture was heated to 50° C. After 3 h, saturated aqueous sodium bicarbonate was added and the mixture was extracted with dichloromethane (3×). The combined organic extracts were washed with brine, dried over magnesium sulfate, filtered and concentrated. Pur...